Dataset: the Open Reaction Database (ORD), a public repository of structured organic reaction records. Task: describe an organic reaction: reactants, conditions, products, and yield The reactants are N1C(OC(C2=C1C=CC=C2)=O)=O (1H-benzo[d][1,3]oxazine-2,4-dione), BrC=1C(=C(N)C=CC1)C (3-bromo-2-methylaniline), COC(OC)OC (trimethoxymethane). Run in C1CCOC1 (THF). Run at temperature 100 celsius. Product: BrC=1C(=C(C=CC1)N1C=NC2=CC=CC=C2C1=O)C (3-(3-bromo-2-methylphenyl)quinazolin-4(3H)-one). The yield is 36.2%. Reaction SMILES: [NH:1]1[C:6]2[CH:7]=[CH:8][CH:9]=[CH:10][C:5]=2[C:4](=O)[O:3][C:2]1=O.[Br:13][C:14]1[C:15]([CH3:21])=[C:16]([CH:18]=[CH:19][CH:20]=1)[NH2:17].COC(OC)OC>C1COCC1>[Br:13][C:14]1[C:15]([CH3:21])=[C:16]([N:17]2[C:4](=[O:3])[C:5]3[C:6](=[CH:7][CH:8]=[CH:9][CH:10]=3)[N:1]=[CH:2]2)[CH:18]=[CH:19][CH:20]=1. Procedure details: A mixture of 1H-benzo[d][1,3]oxazine-2,4-dione (200 mg, 1.226 mmol), 3-bromo-2-methylaniline (228 mg, 1.226 mmol), and trimethoxymethane (390 mg, 3.68 mmol) in THF (2 mL) was heated overnight in a sealed tube at 100° C. The mixture was cooled to rt and concentrated, and the residue was purified by column chromatography (eluting with 90:10 to 50:50 hexane-EtOAc) to give 3-(3-bromo-2-methylphenyl)quinazolin-4(3H)-one (140 mg, 36%). 1H NMR (400 MHz, chloroform-d) δ 8.37 (1H, dd, J=8.3, 1.2 Hz), 7.9... Reactants: C(C)(C)C1=C(C=CC=C1)O (2-isopropylphenol), Br (hydrobromic acid), CS(=O)C (DMSO). Solvent: O (water), C(C)(=O)O (acetic acid). Conditions: time 20 minute. Product: BrC1=CC(=C(C=C1)O)C(C)C (4-bromo-2-isopropylphenol). Reaction SMILES: [CH:1]([C:4]1[CH:9]=[CH:8][CH:7]=[CH:6][C:5]=1[OH:10])([CH3:3])[CH3:2].[BrH:11].CS(C)=O>C(O)(=O)C.O>[Br:11][C:8]1[CH:7]=[CH:6][C:5]([OH:10])=[C:4]([CH:1]([CH3:3])[CH3:2])[CH:9]=1. Reported procedure: To a stirred solution of 2-isopropylphenol (2.0 g) in acetic acid (20 mL) was added hydrobromic acid (48%, 10 mL) followed by dropwise addition of DMSO (10 mL). The mixture was stirred another 20 min and diluted with water, extracted with diethyl ether. The combined extract was washed with saturated NaHCO3, water, brine, dried and concentrated to give the product 4-bromo-2-isopropylphenol (2.2 g, HPLC purity 95%). Reactants: N1=C2C3=C(C=[N+](C2=CC=C1)[O-])N=C1N3OCCC1 (9,10-dihydro-8H-[1,2]oxazino[2′,3′:1,2]imidazo[4,5-c][1,5]naphthyridine 5-oxide), ClC(C(=O)N=C=O)(Cl)Cl (trichloroacetyl isocyanate). The solvent is ClCCl (dichloromethane). Reaction conditions: time 1.5 hour. Yields the product N1=C2C3=C(C(=NC2=CC=C1)N)N=C1N3OCCC1 (9,10-dihydro-8H-[1,2]oxazino[2′,3′:1,2]imidazo[4,5-c]-1,5-naphthyridin-6-amine). As a reaction SMILES: [N:1]1[CH:10]=[CH:9][CH:8]=[C:7]2[C:2]=1[C:3]1[N:14]3[O:15][CH2:16][CH2:17][CH2:18][C:13]3=[N:12][C:4]=1[CH:5]=[N+:6]2[O-].ClC(Cl)(Cl)C([N:23]=C=O)=O>ClCCl>[N:1]1[CH:10]=[CH:9][CH:8]=[C:7]2[C:2]=1[C:3]1[N:14]3[O:15][CH2:16][CH2:17][CH2:18][C:13]3=[N:12][C:4]=1[C:5]([NH2:23])=[N:6]2. Procedure details: To a stirred solution of 9,10-dihydro-8H-[1,2]oxazino[2′,3′:1,2]imidazo[4,5-c][1,5]naphthyridine 5-oxide (0.13 g, 0.54 mmol) in dichloromethane (10 mL) was added trichloroacetyl isocyanate (0.08 mL, 0.67 mmol). After 1.5 hours, the solution was concentrated under reduced pressure and methanol (4 mL) and sodium methoxide (2 drops of a 25% w/w solution in methanol) were added with stirring. After 18 hours the solution was concentrated under reduced pressure. The resulting solid was recrystallized ... Reactants: C(C)OC(=O)C=1C=NN(C1N)C1=CC=CC=C1 (5-amino-1-phenyl-1H-pyrazole-4-carboxylic acid ethyl ester), C(C)OC(=O)C=1C=NN(C1N(C(C1=C(C=C(C=C1)Cl)Cl)=O)C(C1=C(C=C(C=C1)Cl)Cl)=O)C1=CC=CC=C1 (5-[bis-(2,4-dichloro-benzoyl)-amino]-1-phenyl-1H-pyrazole-4-carboxylic acid ethyl ester), TEA, ClCCl (dichloromethane). Reaction conditions: time 30 minute. The product is ClC1=CC=C(C=C1)NC(=O)C=1C=NN(C1NC(C1=C(C=C(C=C1)Cl)Cl)=O)C1=CC=CC=C1 (5-(2,4-Dichloro-benzoylamino)-1-phenyl-1H-pyrazole-4-carboxylic acid (4-chloro-phenyl)-amide). As a reaction SMILES: C(OC(C1C=N[N:9]([C:12]2[CH:17]=[CH:16][CH:15]=[CH:14][CH:13]=2)C=1N)=O)C.C(O[C:21]([C:23]1[CH:24]=[N:25][N:26]([C:49]2[CH:54]=[CH:53][CH:52]=[CH:51][CH:50]=2)[C:27]=1[N:28]([C:39](=[O:48])[C:40]1[CH:45]=[CH:44][C:43]([Cl:46])=[CH:42][C:41]=1[Cl:47])C(=O)C1C=CC(Cl)=CC=1Cl)=[O:22])C.[Cl:55]CCl>>[Cl:55][C:15]1[CH:16]=[CH:17][C:12]([NH:9][C:21]([C:23]2[CH:24]=[N:25][N:26]([C:49]3[CH:54]=[CH:53][CH:52]=[CH:51][CH:50]=3)[C:27]=2[NH:28][C:39](=[O:48])[C:40]2[CH:45]=[CH:44][C:43]([Cl:46])=[CH:42][C:41]=2[Cl:47])=[O:22])=[CH:13][CH:14]=1. Procedure: To a solution of 4-bromoaniline (1, 60.0 mg, 0.35 mmol) in dichloromethane (1.5 mL) is added p-toluoyl chloride (2, 46.1 μL, 0.35 mmol) and TEA (97.2 μL, 0.70 mmol). The reaction mixture is stirred at room temperature for 30 minutes to provide N-(4-bromo-phenyl)-4-methylbenzamide (3). After removal of the solvent, without further purification, 3 is taken by thionyl chloride (0.5 mL) and the mixture is heated at 80° C. for 1 hour before thionyl chloride is removed in vacuo to provide imidoyl chlo... The product is S1N=C(C2=C1C=CC=C2)N2CCN(CC2)C(=O)C2=C(C=CC(=C2)S(=O)(=O)C)N(CC)CC ((4-Benzo[d]isothiazol-3-yl-piperazin-1-yl)-(2-diethylamino-5-methanesulfonyl-phenyl) -methanone). Run in C(C)#N (acetonitrile). The reactants are C(C)(=O)OCC (ethyl acetate), C(C)N(C1=C(C(=O)O)C=C(C=C1)S(=O)(=O)C)CC (2-diethylamino-5-methanesulfonyl-benzoic acid), Cl.N1(CCNCC1)C1=NSC2=C1C=CC=C2 (3-piperazin-1-yl-benzo[d]isothiazole hydrochloride). Procedure: Prepared in analogy to example 1.1 b) from 2-diethylamino-5-methanesulfonyl-benzoic acid (Example 2.5) and 3-piperazin-1-yl-benzo[d]isothiazole hydrochloride (CA=87691-88-1) in acetonitrile. Chromatography (SiO2; ethyl acetate) yields the title compound as a colorless solid. MS (m/e): 473.4 (M+H+; 100%) RXN SMILES: [CH2:1]([N:3]([CH2:17][CH3:18])[C:4]1[CH:12]=[CH:11][C:10]([S:13]([CH3:16])(=[O:15])=[O:14])=[CH:9][C:5]=1[C:6]([OH:8])=O)[CH3:2].Cl.[N:20]1([C:26]2[C:30]3[CH:31]=[CH:32][CH:33]=[CH:34][C:29]=3[S:28][N:27]=2)[CH2:25][CH2:24][NH:23][CH2:22][CH2:21]1.C(OCC)(=O)C>C(#N)C>[S:28]1[C:29]2[CH:34]=[CH:33][CH:32]=[CH:31][C:30]=2[C:26]([N:20]2[CH2:21][CH2:22][N:23]([C:6]([C:5]3[CH:9]=[C:10]([S:13]([CH3:16])(=[O:15])=[O:14])[CH:11]=[CH:12][C:4]=3[N:3]([CH2:1][CH3:2])[CH2:17][CH3:18])=[O:8])[CH2:24][CH2:25]2)=[N:27]1 |f:1.2|. Reactants: NC1=NC(=NC(=N1)NCCCC)NCCCC (2-amino-4,6-bis(monobutylamino)-1,3,5-triazine), C(CCCCCCCCCCC)N (n-dodecyl amine), N (ammonia). Product: C(CCC)NC1=NC(=NC(=N1)NCCCC)NCCCCCCCCCCCC (2,4-bis(monobutyl-amino)-6-(monododecylamino)-1,3,5-triazine). RXN SMILES: N[C:2]1[N:7]=[C:6]([NH:8][CH2:9][CH2:10][CH2:11][CH3:12])[N:5]=[C:4]([NH:13][CH2:14][CH2:15][CH2:16][CH3:17])[N:3]=1.[CH2:18]([NH2:30])[CH2:19][CH2:20][CH2:21][CH2:22][CH2:23][CH2:24][CH2:25][CH2:26][CH2:27][CH2:28][CH3:29].N>>[CH2:14]([NH:13][C:4]1[N:5]=[C:6]([NH:8][CH2:9][CH2:10][CH2:11][CH3:12])[N:7]=[C:2]([NH:30][CH2:18][CH2:19][CH2:20][CH2:21][CH2:22][CH2:23][CH2:24][CH2:25][CH2:26][CH2:27][CH2:28][CH3:29])[N:3]=1)[CH2:15][CH2:16][CH3:17]. Procedure: The same procedures were repeated as in the N-substituted melamine (C1), except that n-dodecyl amine was employed in place of the aqueous ammonia to obtain 2,4-bis(monobutyl-amino)-6-(monododecylamino)-1,3,5-triazine which is in a solid-state. Starting materials: CC(C)O, [K+], [OH-], CC(C)OC(=O)C(C(=O)OC(C)C)=C1SCCS1. Yields the product CC(C)OC(=O)C(C(=O)O)=C1SCCS1. As a reaction SMILES: [CH:21]([OH:22])([CH3:23])[CH3:24].[K+:20].[OH-:19].[S:1]1[C:2](=[C:6]([C:7](=[O:8])[O:9][CH:10]([CH3:11])[CH3:12])[C:13](=[O:14])[O:15][CH:16]([CH3:17])[CH3:18])[S:3][CH2:4][CH2:5]1>>[S:1]1[C:2](=[C:6]([C:7](=[O:8])[O:9][CH:10]([CH3:11])[CH3:12])[C:13](=[O:14])[OH:15])[S:3][CH2:4][CH2:5]1. Reactants: C1(=CC=C(C=C1)S(=O)(=O)Cl)C (p-toluenesulfonyl chloride), C(C)(C)(C)OC(=O)N1CC(CC1)CO (1-t-butoxycarbonyl-3-hydroxymethylpyrrolidine), O (water). The solvent is N1=CC=CC=C1 (pyridine). Conditions: time 5 hour. Product: C(C)(C)(C)OC(=O)N1CC(CC1)COS(=O)(=O)C1=CC=C(C=C1)C (1-t-butoxycarbonyl-3-(p-toluenesulfonyloxymethyl)pyrrolidine). Yield: 72.0%. Reaction SMILES: [C:1]1([CH3:11])[CH:6]=[CH:5][C:4]([S:7](Cl)(=[O:9])=[O:8])=[CH:3][CH:2]=1.[C:12]([O:16][C:17]([N:19]1[CH2:23][CH2:22][CH:21]([CH2:24][OH:25])[CH2:20]1)=[O:18])([CH3:15])([CH3:14])[CH3:13].O>N1C=CC=CC=1>[C:12]([O:16][C:17]([N:19]1[CH2:23][CH2:22][CH:21]([CH2:24][O:25][S:7]([C:4]2[CH:5]=[CH:6][C:1]([CH3:11])=[CH:2][CH:3]=2)(=[O:9])=[O:8])[CH2:20]1)=[O:18])([CH3:15])([CH3:14])[CH3:13]. Procedure: 30.0 g (0.157 mole) of p-toluenesulfonyl chloride were added to a solution of 29.5 g (0.143 mole) of 1-t-butoxycarbonyl-3-hydroxymethylpyrrolidine [prepared as described in Step (2) above] dissolved in 500 ml of pyridine. The mixture was then stirred for 5 hours whilst ice-cooling, after which it was stirred at room temperature overnight. The reaction mixture was poured into 1 liter of water and then extracted with ethyl acetate. The extract was washed with water, dried and concentrated under by... The reactants are N(=C=S)C1CC2=CC=CC=C2CC1 (2-isothiocyano-1,2,3,4-tetrahydronaphthalene), OC1[C@H](N)[C@@H](O)[C@H](O)[C@H](O1)CO (D-(+)-glucosamine). The solvent is C(C)(=O)O (acetic acid). Reaction conditions: temperature 90 celsius, time 30 minute. Yields the product C1C(CCC2=CC=CC=C12)N1C(NC=C1)=S (1-(1,2,3,4-tetrahydronaphthalen-2-yl)-1,3-dihydroimidazole-2-thione). Yield: 42.3%. RXN SMILES: [N:1]([CH:4]1[CH2:13][CH2:12][C:11]2[C:6](=[CH:7][CH:8]=[CH:9][CH:10]=2)[CH2:5]1)=[C:2]=[S:3].O[CH:15]1O[C@H](CO)[C@@H](O)[C@H](O)[C@H:16]1[NH2:17]>C(O)(=O)C>[CH2:5]1[C:6]2[C:11](=[CH:10][CH:9]=[CH:8][CH:7]=2)[CH2:12][CH2:13][CH:4]1[N:1]1[CH:15]=[CH:16][NH:17][C:2]1=[S:3]. Procedure details: A mixture of 2-isothiocyano-1,2,3,4-tetrahydronaphthalene (1.89 g, 10 mmol), prepared as in Example 10, and D-(+)-glucosamine (1.78 g, 10 mmol) was stirred at 90° C. until homogenous and then 0.8 mL of acetic acid was added. The mixture was stirred at 90° C. for 30 minutes and then cooled. The solvents were removed by rotary evaporation and the residue was co-evaporated with toluene (2×25 mL). The residue was dissolved in acetic acid and heated at 90° to 100° C. for 30 minutes. The mixture was c...